From a dataset of the Open Reaction Database (ORD), a public repository of structured organic reaction records. describe an organic reaction: reactants, conditions, products, and yield The reactants are [BH4-].[Na+] (sodium borohydride), C(C1=CC=CC=C1)(=O)C=1OC2=C(C1)C=C(C=C2)Br (2-benzoyl-5-bromobenzofuran). Yields the product BrC=1C=CC2=C(C=C(O2)C(O)C2=CC=CC=C2)C1 ((5-bromobenzofuran-2-yl)(phenyl)methanol). Reaction SMILES: [BH4-].[Na+].[C:3]([C:11]1[O:12][C:13]2[CH:19]=[CH:18][C:17]([Br:20])=[CH:16][C:14]=2[CH:15]=1)(=[O:10])[C:4]1[CH:9]=[CH:8][CH:7]=[CH:6][CH:5]=1>O.O1CCOCC1>[Br:20][C:17]1[CH:18]=[CH:19][C:13]2[O:12][C:11]([CH:3]([C:4]3[CH:9]=[CH:8][CH:7]=[CH:6][CH:5]=3)[OH:10])=[CH:15][C:14]=2[CH:16]=1 |f:0.1|. The solvent is O (water), O1CCOCC1 (dioxane). Procedure: 4 g of sodium borohydride dissolved in the minimum quantity of water are slowly added at ambient temperature to 8.5 g of 2-benzoyl-5-bromobenzofuran in 50 ml of dioxane. When the addition is finished, the mixture is kept stirring at ambient temperature for a further 3 hours. The solvent is removed under reduced pressure, the residue is redissolved in 50 ml of water, and extracted with ethyl ether. The ether phase is dried with anhydrous sodium sulphate, evaporated to dryness, and leaves a residu... Reaction conditions: time 3 hour.